Dataset: the Open Reaction Database (ORD), a public repository of structured organic reaction records. Task: describe an organic reaction: reactants, conditions, products, and yield Starting materials: S(=O)(Cl)Cl (thionyl chloride), COC=1C=C2C=CC(=CC2=CC1OC)S(=O)(=O)[O-].[Na+] (sodium 6,7-dimethoxy-2-naphthalenesulfonate), ice water. The solvent is CN(C=O)C (dimethylformamide). Conditions: time 30 minute. The product is COC=1C=C2C=CC(=CC2=CC1OC)S(=O)(=O)Cl (6,7-dimethoxy-2-naphthalenesulfonyl chloride). As a reaction SMILES: [CH3:1][O:2][C:3]1[CH:4]=[C:5]2[C:10](=[CH:11][C:12]=1[O:13][CH3:14])[CH:9]=[C:8]([S:15]([O-:18])(=O)=[O:16])[CH:7]=[CH:6]2.[Na+].S(Cl)([Cl:22])=O>CN(C)C=O>[CH3:1][O:2][C:3]1[CH:4]=[C:5]2[C:10](=[CH:11][C:12]=1[O:13][CH3:14])[CH:9]=[C:8]([S:15]([Cl:22])(=[O:18])=[O:16])[CH:7]=[CH:6]2 |f:0.1|. Procedure details: To a stirred suspension of 50 g of finely divided sodium 6,7-dimethoxy-2-naphthalenesulfonate in 100 ml of dimethylformamide was added dropwise 62.2 ml of thionyl chloride at room temperature. After 30 minutes, the reaction mixture was poured into 1 l of ice water, and the precipitate filtered and then dissolved into 250 ml of benzene. The benzene solution was repeatedly washed with water and dried over anhydrous sodium sulfate. The solvent was evaporated to dryness in vacuo, and the residue was... Starting materials: C1(CCCCC1)P(C1=C(C=CC=C1)C1=C(C=C(C=C1C(C)C)C(C)C)C(C)C)C1CCCCC1 (2-dicyclohexylphosphino-2′,4′,6′-triisopropylbiphenyl), C([O-])([O-])=O.[Cs+].[Cs+] (Cesium carbonate), C1(CCCCC1)P(C1=C(C=CC=C1)C1=C(C=C(C=C1C(C)C)C(C)C)C(C)C)C1CCCCC1 (2-dicyclohexylphosphino-2′,4′,6′-triisopropylbiphenyl), NC1=C(C(=O)OC(C)(C)C)C=CC(=C1)N1CCC2=CC=CC=C12 (tert-butyl 2-amino-4-(indolin-1-yl)benzoate), IC=1C=C(C=CC1)O (3-iodophenol), C([O-])([O-])=O.[Cs+].[Cs+] (cesium carbonate), C1(CCCCC1)P(C1=C(C=CC=C1)C1=C(C=C(C=C1C(C)C)C(C)C)C(C)C)C1CCCCC1 (2-dicyclohexylphosphino-2′,4′,6′-triisopropylbiphenyl). The reagents and catalysts are C=1C=CC(=CC1)/C=C/C(=O)/C=C/C2=CC=CC=C2.C=1C=CC(=CC1)/C=C/C(=O)/C=C/C2=CC=CC=C2.C=1C=CC(=CC1)/C=C/C(=O)/C=C/C2=CC=CC=C2.[Pd].[Pd] (Tris(dibenzylideneacetone)dipalladium(0)), C(C)(=O)[O-].[Pd+2].C(C)(=O)[O-] (palladium acetate), C=1C=CC(=CC1)/C=C/C(=O)/C=C/C2=CC=CC=C2.C=1C=CC(=CC1)/C=C/C(=O)/C=C/C2=CC=CC=C2.C=1C=CC(=CC1)/C=C/C(=O)/C=C/C2=CC=CC=C2.[Pd].[Pd] (tris(dibenzylideneacetone)dipalladium(0)), C(C)(=O)[O-].[Pd+2].C(C)(=O)[O-] (palladium acetate), C=1C=CC(=CC1)/C=C/C(=O)/C=C/C2=CC=CC=C2.C=1C=CC(=CC1)/C=C/C(=O)/C=C/C2=CC=CC=C2.C=1C=CC(=CC1)/C=C/C(=O)/C=C/C2=CC=CC=C2.[Pd].[Pd] (tris(dibenzylideneacetone)dipalladium(0)), C(C)(=O)[O-].[Pd+2].C(C)(=O)[O-] (palladium acetate). Run in CC(C)(C)O (2-methyl-2-propanol). Run at temperature 70 celsius, time 12 hour. Yields the product OC=1C=C(C=CC1)NC1=C(C(=O)OC(C)(C)C)C=CC(=C1)N1CCC2=CC=CC=C12 (tert-butyl 2-((3-hydroxyphenyl)amino)-4-(indolin-1-yl)benzoate). As a reaction SMILES: [NH2:1][C:2]1[CH:14]=[C:13]([N:15]2[C:23]3[C:18](=[CH:19][CH:20]=[CH:21][CH:22]=3)[CH2:17][CH2:16]2)[CH:12]=[CH:11][C:3]=1[C:4]([O:6][C:7]([CH3:10])([CH3:9])[CH3:8])=[O:5].I[C:25]1[CH:26]=[C:27]([OH:31])[CH:28]=[CH:29][CH:30]=1.C(=O)([O-])[O-].[Cs+].[Cs+].C1(P(C2CCCCC2)C2C=CC=CC=2C2C(C(C)C)=CC(C(C)C)=CC=2C(C)C)CCCCC1>C1C=CC(/C=C/C(/C=C/C2C=CC=CC=2)=O)=CC=1.C1C=CC(/C=C/C(/C=C/C2C=CC=CC=2)=O)=CC=1.C1C=CC(/C=C/C(/C=C/C2C=CC=CC=2)=O)=CC=1.[Pd].[Pd].C([O-])(=O)C.[Pd+2].C([O-])(=O)C.CC(O)(C)C>[OH:31][C:27]1[CH:26]=[C:25]([NH:1][C:2]2[CH:14]=[C:13]([N:15]3[C:23]4[C:18](=[CH:19][CH:20]=[CH:21][CH:22]=4)[CH2:17][CH2:16]3)[CH:12]=[CH:11][C:3]=2[C:4]([O:6][C:7]([CH3:10])([CH3:9])[CH3:8])=[O:5])[CH:30]=[CH:29][CH:28]=1 |f:2.3.4,6.7.8.9.10,11.12.13|. Procedure: To 2-methyl-2-propanol 3.0 mL solution of tert-butyl 2-amino-4-(indolin-1-yl)benzoate 0.12 g were added 3-iodophenol 0.22 g, cesium carbonate 0.26 g, tris(dibenzylideneacetone)dipalladium(0) 3.7 mg, palladium acetate 1.8 mg and 2-dicyclohexylphosphino-2′,4′,6′-triisopropylbiphenyl 9.5 mg at room temperature, and it was stirred at 70° C. for 12 hours. Tris(dibenzylideneacetone)dipalladium(0) 3.7 mg, palladium acetate 1.8 mg and 2-dicyclohexylphosphino-2′,4′,6′-triisopropylbiphenyl 9.5 mg were add... Starting materials: CC(=O)O, NC(=O)c1ccc(Oc2cnc(C=O)c3ccccc23)nc1, CC(C)C1CCC(N)CC1, ClCCCl, Cl. The product is CC(C)C1CCC(NCc2ncc(Oc3ccc(C(N)=O)cn3)c3ccccc23)CC1. Reaction SMILES: [CH3:34][C:35](=[O:36])[OH:37].[CH:1](=[O:2])[c:3]1[n:4][cH:5][c:6]([O:13][c:14]2[n:15][cH:16][c:17]([C:18](=[O:19])[NH2:20])[cH:21][cH:22]2)[c:7]2[cH:8][cH:9][cH:10][cH:11][c:12]12.[CH:24]([CH3:25])([CH3:26])[CH:27]1[CH2:28][CH2:29][CH:30]([NH2:33])[CH2:31][CH2:32]1.[Cl:38][CH2:39][CH2:40][Cl:41].[ClH:23]>>[CH2:1]([c:3]1[n:4][cH:5][c:6]([O:13][c:14]2[n:15][cH:16][c:17]([C:18](=[O:19])[NH2:20])[cH:21][cH:22]2)[c:7]2[cH:8][cH:9][cH:10][cH:11][c:12]12)[NH:33][CH:30]1[CH2:29][CH2:28][CH:27]([CH:24]([CH3:25])[CH3:26])[CH2:32][CH2:31]1. Starting materials: C1CCOC1, COC(=O)c1cnc(-c2ccccc2)nc1, CO, Cl, [Li+], [OH-], O. Yields the product O=C(O)c1cnc(-c2ccccc2)nc1. As a reaction SMILES: [CH2:19]1[O:20][CH2:21][CH2:22][CH2:23]1.[CH3:1][O:2][C:3](=[O:4])[c:5]1[cH:6][n:7][c:8](-[c:11]2[cH:12][cH:13][cH:14][cH:15][cH:16]2)[n:9][cH:10]1.[CH3:25][OH:26].[ClH:24].[Li+:18].[OH-:17].[OH2:27]>>[O:2]=[C:3]([OH:4])[c:5]1[cH:6][n:7][c:8](-[c:11]2[cH:12][cH:13][cH:14][cH:15][cH:16]2)[n:9][cH:10]1. Reactants: CS(=O)(=O)CCC1SC2=C(N(C=C1)C(C1=CC=C(C=C1)[N+](=O)[O-])=O)C=CC=C2 (2-(2-methanesulfonylethyl)-5-(4-nitrobenzoyl)-1,5-benzothiazepine), Example 6, CNC (dimethylamine). The solvent is O1CCCC1 (tetrahydrofuran). Conditions: temperature 80 celsius, time 16 hour. Product: CN(CCC1SC2=C(N(C=C1)C(C1=CC=C(C=C1)N)=O)C=CC=C2)C (2-(2-Dimethylaminoethyl)-5-(4-aminobenzoyl)-1,5-benzothiazepine). The yield is 97.0%. Reaction SMILES: CS([CH2:5][CH2:6][CH:7]1[CH:13]=[CH:12][N:11]([C:14](=[O:24])[C:15]2[CH:20]=[CH:19][C:18]([N+:21]([O-])=O)=[CH:17][CH:16]=2)[C:10]2[CH:25]=[CH:26][CH:27]=[CH:28][C:9]=2[S:8]1)(=O)=O.[CH3:29][NH:30][CH3:31]>O1CCCC1>[CH3:29][N:30]([CH3:31])[CH2:5][CH2:6][CH:7]1[CH:13]=[CH:12][N:11]([C:14](=[O:24])[C:15]2[CH:20]=[CH:19][C:18]([NH2:21])=[CH:17][CH:16]=2)[C:10]2[CH:25]=[CH:26][CH:27]=[CH:28][C:9]=2[S:8]1. Reported procedure: A mixture of 2-(2-methanesulfonylethyl)-5-(4-nitrobenzoyl)-1,5-benzothiazepine as prepared in Example 6 (0.9 g, 2.1 mM) and dimethylamine (40% solution in water, 3.0 ml) in tetrahydrofuran (10 ml) was heated in a sealed tube with stirring in an 80° C. oil bath for 16 hours. The mixture was cooled to room temperature, evaporated to dryness, diluted with water (30 ml) and extracted with ethyl acetate (2×35 ml). The combined ethyl acetate extracts were dried (MgSO4) and evaporated in vacuo to give ...